This data is from the Open Reaction Database (ORD), a public repository of structured organic reaction records. The task is: describe an organic reaction: reactants, conditions, products, and yield Reactants: FC=1C=CC(=C(NC2=C(C3=C(S2)C=C(C=C3)C)C(=O)OCC)C1)[N+](=O)[O-] (ethyl 2-(5-fluoro-2-nitroanilino)-6-methylbenzo[b]thiophene-3-carboxylate), [H][H] (hydrogen). Reagents/catalysts: [C].[Pd] (palladium-carbon). Solvent: C(C)(=O)OCC (ethyl acetate). Product: NC1=C(NC2=C(C3=C(S2)C=C(C=C3)C)C(=O)OCC)C=C(C=C1)F (ethyl 2-(2-amino-5-fluoroanilino)-6-methylbenzo[b]thiophene-3-carboxylate). Isolated yield 88.1%. RXN SMILES: [F:1][C:2]1[CH:3]=[CH:4][C:5]([N+:24]([O-])=O)=[C:6]([CH:23]=1)[NH:7][C:8]1[S:12][C:11]2[CH:13]=[C:14]([CH3:17])[CH:15]=[CH:16][C:10]=2[C:9]=1[C:18]([O:20][CH2:21][CH3:22])=[O:19].[H][H]>[C].[Pd].C(OCC)(=O)C>[NH2:24][C:5]1[CH:4]=[CH:3][C:2]([F:1])=[CH:23][C:6]=1[NH:7][C:8]1[S:12][C:11]2[CH:13]=[C:14]([CH3:17])[CH:15]=[CH:16][C:10]=2[C:9]=1[C:18]([O:20][CH2:21][CH3:22])=[O:19] |f:2.3|. Reported procedure: In the same manner as in Starting Material Synthesis Example 19 and using ethyl 2-(5-fluoro-2-nitroanilino)-6-methylbenzo[b]thiophene-3-carboxylate (1.9 g), ethyl acetate (200 ml), 10% palladium-carbon (0.4 g) and hydrogen (60 atm kg/cm2), ethyl 2-(2-amino-5-fluoroanilino)-6-methylbenzo[b]thiophene-3-carboxylate (1.54 g) was obtained.